describe an organic reaction: reactants, conditions, products, and yield From a dataset of the Open Reaction Database (ORD), a public repository of structured organic reaction records. The solvent is ClCCl (dichloromethane). Starting materials: NC1=C(C(=NO1)C1=C(C=CC=C1)F)C(=O)O (5-amino-3-(2-fluorophenyl)isoxazol-4-carboxylic acid), Cl.C(C)N=C=NCCCN(C)C (1-ethyl-3-(dimethylaminopropyl)carbodiimide hydrochloride), ClC=1C=C(C=CC1Cl)N1CCNCC1 (1-(3,4-dichlorophenyl)piperazine). RXN SMILES: [NH2:1][C:2]1[O:6][N:5]=[C:4]([C:7]2[CH:12]=[CH:11][CH:10]=[CH:9][C:8]=2[F:13])[C:3]=1[C:14]([OH:16])=O.Cl.C(N=C=NCCCN(C)C)C.[Cl:29][C:30]1[CH:31]=[C:32]([N:37]2[CH2:42][CH2:41][NH:40][CH2:39][CH2:38]2)[CH:33]=[CH:34][C:35]=1[Cl:36]>ClCCl>[NH2:1][C:2]1[O:6][N:5]=[C:4]([C:7]2[CH:12]=[CH:11][CH:10]=[CH:9][C:8]=2[F:13])[C:3]=1[C:14]([N:40]1[CH2:39][CH2:38][N:37]([C:32]2[CH:33]=[CH:34][C:35]([Cl:36])=[C:30]([Cl:29])[CH:31]=2)[CH2:42][CH2:41]1)=[O:16] |f:1.2|. Yields the product NC1=C(C(=NO1)C1=C(C=CC=C1)F)C(=O)N1CCN(CC1)C1=CC(=C(C=C1)Cl)Cl ((5-amino-3-(2-fluorophenyl)isoxazol-4-yl)(4-(3,4-dichlorophenyl)piperazine-1-yl)methanone). Isolated yield 81.0%. Procedure: In a similar manner as described in Example 1, by using dichloromethane (30 mL), 5-amino-3-(2-fluorophenyl)isoxazol-4-carboxylic acid (409 mg, 1.84 mmol), 1-ethyl-3-(dimethylaminopropyl)carbodiimide hydrochloride (388 mg, 2.02 mmol) and 1-(3,4-dichlorophenyl)piperazine (425 mg, 1.84 mmol), a white solid required compound (613 mg, 1.49 mmol, 81%) was obtained. Reactants: O (Water), CCOCC (ether), COCOC1=C(C(=O)C2=C(C=CC=C2)OC)C=CC=C1C (2-Methoxymethoxy-3-methyl-2'-methoxybenzophenone), [Na] (sodium), triethyl phosphonoacetate. Solvent: C(OC)COC (dimethoxyethane). Reaction conditions: time 2 day. Yields the product COC1=C(C=CC=C1)C(=CC(=O)OCC)C1=C(C(=CC=C1)C)OCOC (ethyl 3-(2-methoxyphenyl)-3-(2-methoxymethoxy-3-methylphenyl)propenoate). RXN SMILES: [CH3:1][O:2][CH2:3][O:4][C:5]1[C:20]([CH3:21])=[CH:19][CH:18]=[CH:17][C:6]=1[C:7]([C:9]1[CH:14]=[CH:13][CH:12]=[CH:11][C:10]=1[O:15][CH3:16])=O.[Na].[OH2:23].[CH3:24][CH2:25][O:26][CH2:27][CH3:28]>C(COC)OC>[CH3:16][O:15][C:10]1[CH:11]=[CH:12][CH:13]=[CH:14][C:9]=1[C:7]([C:6]1[CH:17]=[CH:18][CH:19]=[C:20]([CH3:21])[C:5]=1[O:4][CH2:3][O:2][CH3:1])=[CH:24][C:25]([O:26][CH2:27][CH3:28])=[O:23] |^1:21|. Reported procedure: 2-Methoxymethoxy-3-methyl-2'-methoxybenzophenone (17.5 g) was combined with the sodium salt of triethyl phosphonoacetate (2.2 equivalents) in 250 ml of dimethoxyethane and the mixture heated at reflux with stirring for 2 days. Water and ether were added and the organic phase was separated, extracted with water, dried over magnesium sulfate, filtered, and concentrated by evaporation under reduced pressure to obtain an oil. This was purified by preparative liquid chromatography, eluting with a 90:... Starting materials: O=C(NCc1ccc(Cl)c(Oc2cc(Cl)cc(Br)c2)c1F)c1[nH]cnc1Cl, C1CCOC1, C#CC1CC1, [Cu]I. The product is O=C(NCc1ccc(Cl)c(Oc2cc(Cl)cc(C#CC3CC3)c2)c1F)c1[nH]cnc1Cl. Reaction SMILES: [Br:1][c:2]1[cH:3][c:4]([O:9][c:10]2[c:11]([F:27])[c:12]([CH2:17][NH:18][C:19](=[O:20])[c:21]3[c:22]([Cl:26])[n:23][cH:24][nH:25]3)[cH:13][cH:14][c:15]2[Cl:16])[cH:5][c:6]([Cl:8])[cH:7]1.[CH2:33]1[O:34][CH2:35][CH2:36][CH2:37]1.[CH:28]1([C:31]#[CH:32])[CH2:29][CH2:30]1.[Cu:38][I:39]>>[c:2]1([C:32]#[C:31][CH:28]2[CH2:29][CH2:30]2)[cH:3][c:4]([O:9][c:10]2[c:11]([F:27])[c:12]([CH2:17][NH:18][C:19](=[O:20])[c:21]3[c:22]([Cl:26])[n:23][cH:24][nH:25]3)[cH:13][cH:14][c:15]2[Cl:16])[cH:5][c:6]([Cl:8])[cH:7]1. Starting materials: Cl, [NH4+], C1CCOC1, [OH-], O, O=S(=O)(Cl)Cl, c1ccc(CSc2cscn2)cc1. Product: NS(=O)(=O)c1cscn1. RXN SMILES: [Cl:14].[NH4+:20].[O:23]1[CH2:24][CH2:25][CH2:26][CH2:27]1.[OH-:21].[OH2:22].[S:15](=[O:16])(=[O:17])([Cl:18])[Cl:19].[c:1]1([CH2:2][S:3][c:9]2[n:10][cH:11][s:12][cH:13]2)[cH:4][cH:5][cH:6][cH:7][cH:8]1>>[c:9]1([S:15](=[O:16])(=[O:17])[NH2:20])[n:10][cH:11][s:12][cH:13]1. Procedure details: This crude alcohol was dissolved in 10 ml of acetone and the resulting solution was stirred and cooled in an ice bath while 0.5 ml of Jones reagent (CrO3 --H2SO4) was added dropwise. After stirring for 5 min. the excess oxidant was decomposed with 1 ml of 2-propanol. The resulting mixture was treated with ice water and most of the acetone was evaporated at reduced pressure. Extraction of the residual suspension with three portions of chloroform followed by washing the extracts with saturated NaH... RXN SMILES: [CH3:1][O:2][C:3]1[CH:20]=[CH:19][C:18]2[C:17]3[CH2:16][CH2:15][C@@:13]4([CH3:14])[C@@H:9]([CH2:10][CH2:11][C@@H:12]4[OH:21])[C:8]=3[CH:7]=[CH:6][C:5]=2[CH:4]=1.CC(C)=O.OS(O)(=O)=O.O=[Cr](=O)=O.CC(O)C>CC(C)=O>[CH3:14][C:13]12[C:12](=[O:21])[CH2:11][CH2:10][CH:9]1[C:8]1[CH:7]=[CH:6][C:5]3[CH:4]=[C:3]([O:2][CH3:1])[CH:20]=[CH:19][C:18]=3[C:17]=1[CH2:16][CH2:15]2 |f:1.2.3|. Yields the product CC12CCC3=C(C1CCC2=O)C=CC4=C3C=CC(=C4)OC (equilenin methyl ether). The reactants are ice water, COC1=CC=2C=CC=3[C@@H]4CC[C@@H]([C@@]4(C)CCC3C2C=C1)O ((+)-3-methoxy-17β-hydroxy-estra-1,3,5(10), 6,8-pentaene), CC(C)O (2-propanol), CC(=O)C.OS(=O)(=O)O.O=[Cr](=O)=O (Jones reagent). The solvent is CC(=O)C (acetone), CC(=O)C (acetone). Reactants: CCc1cnc(CCNC(=O)Nc2nc(C)c(-c3cc(C)nc(SC)n3)s2)o1, Cc1cc(-c2sc(N)nc2C)nc(S(C)=O)n1, O=C(OO)c1cccc(Cl)c1. Product: CCc1cnc(CCNC(=O)Nc2nc(C)c(-c3cc(C)nc(S(C)=O)n3)s2)o1. As a reaction SMILES: [CH2:1]([CH3:2])[c:3]1[cH:4][n:5][c:6]([CH2:8][CH2:9][NH:10][C:11](=[O:12])[NH:13][c:14]2[s:15][c:16](-[c:20]3[n:21][c:22]([S:27][CH3:28])[n:23][c:24]([CH3:26])[cH:25]3)[c:17]([CH3:19])[n:18]2)[o:7]1.[CH3:40][S:41]([c:42]1[n:43][c:44](-[c:45]2[s:46][c:47]([NH2:48])[n:49][c:50]2[CH3:51])[cH:52][c:53]([CH3:54])[n:55]1)=[O:56].[OH:29][O:30][C:31]([c:32]1[cH:33][c:34]([Cl:35])[cH:36][cH:37][cH:38]1)=[O:39]>>[CH2:1]([CH3:2])[c:3]1[cH:4][n:5][c:6]([CH2:8][CH2:9][NH:10][C:11](=[O:12])[NH:13][c:14]2[s:15][c:16](-[c:20]3[n:21][c:22]([S:27]([CH3:28])=[O:29])[n:23][c:24]([CH3:26])[cH:25]3)[c:17]([CH3:19])[n:18]2)[o:7]1. Starting materials: CCOC(=O)CNC(=O)NCc1ccc(C(=O)N2CCCCc3ccccc32)cc1C, C1CCOC1, [Li+], [OH-], O, O. The product is Cc1cc(C(=O)N2CCCCc3ccccc32)ccc1CNC(=O)NCC(=O)O. Reaction SMILES: [CH2:1]([CH3:2])[O:3][C:4]([CH2:5][NH:6][C:7](=[O:8])[NH:9][CH2:10][c:11]1[c:12]([CH3:30])[cH:13][c:14]([C:15](=[O:16])[N:17]2[CH2:18][CH2:19][CH2:20][CH2:21][c:22]3[c:23]2[cH:24][cH:25][cH:26][cH:27]3)[cH:28][cH:29]1)=[O:31].[CH2:35]1[O:36][CH2:37][CH2:38][CH2:39]1.[Li+:34].[OH-:33].[OH2:32].[OH2:40]>>[O:3]=[C:4]([CH2:5][NH:6][C:7](=[O:8])[NH:9][CH2:10][c:11]1[c:12]([CH3:30])[cH:13][c:14]([C:15](=[O:16])[N:17]2[CH2:18][CH2:19][CH2:20][CH2:21][c:22]3[c:23]2[cH:24][cH:25][cH:26][cH:27]3)[cH:28][cH:29]1)[OH:31].